This data is from the Open Reaction Database (ORD), a public repository of structured organic reaction records. The task is: describe an organic reaction: reactants, conditions, products, and yield Starting materials: C(C)(C)(C)OC(NC(C(N(C)OC)=O)C1=CC(=C(C=C1)Cl)Cl)=O (rac-[(3,4-dichloro-phenyl)-(methoxy-methyl-carbamoyl)-methyl]-carbamic acid tert-butyl ester), C(C)(C)(C)OC(NC(C(N(C)OC)=O)C1=CC(=C(C=C1)Cl)Cl)=O (rac-[(3,4-dichloro-phenyl)-(methoxy-methyl-carbamoyl)-methyl]-carbamic acid tert-butyl ester), BrC1=C(C=C(OCC2(COC2)C)C=C1)F (3-(4-bromo-3-fluoro-phenoxymethyl)-3-methyl-oxetane), BrC1=C(C=C(OCC2(COC2)C)C=C1)F (3-(4-bromo-3-fluoro-phenoxymethyl)-3-methyl-oxetane). Yields the product C(C)(C)(C)OC(NC(C(=O)C1=C(C=C(C=C1)OCC1(COC1)C)F)C1=CC(=C(C=C1)Cl)Cl)=O (rac-[1-(3,4-Dichloro-phenyl)-2-[2-fluoro-4-(3-methyl-oxetan-3-ylmethoxy)-phenyl]-2-oxo-ethyl]-carbamic acid tert-butyl ester). As a reaction SMILES: [C:1]([O:5][C:6](=[O:23])[NH:7][CH:8]([C:15]1[CH:20]=[CH:19][C:18]([Cl:21])=[C:17]([Cl:22])[CH:16]=1)[C:9](=[O:14])N(OC)C)([CH3:4])([CH3:3])[CH3:2].Br[C:25]1[CH:37]=[CH:36][C:28]([O:29][CH2:30][C:31]2([CH3:35])[CH2:34][O:33][CH2:32]2)=[CH:27][C:26]=1[F:38]>>[C:1]([O:5][C:6](=[O:23])[NH:7][CH:8]([C:15]1[CH:20]=[CH:19][C:18]([Cl:21])=[C:17]([Cl:22])[CH:16]=1)[C:9]([C:25]1[CH:37]=[CH:36][C:28]([O:29][CH2:30][C:31]2([CH3:35])[CH2:34][O:33][CH2:32]2)=[CH:27][C:26]=1[F:38])=[O:14])([CH3:2])([CH3:3])[CH3:4]. Procedure: The title compound was prepared from rac-[(3,4-dichloro-phenyl)-(methoxy-methyl-carbamoyl)-methyl]-carbamic acid tert-butyl ester (Intermediate 9) and 3-(4-bromo-3-fluoro-phenoxymethyl)-3-methyl-oxetane (Intermediate 32) in analogy to Example 1a): MS (ISP): 498.3 and 500.2 (M+H)+, 398.2 and 400.0 ((M-Boc)+H)+ (100%); MS (ISN): 496.4 and 498.5 (M−H)−. The reactants are CC(C)O, CC(C)=O, CNc1nc(C(C)c2ccc(-c3ccccc3)c(F)c2)c(C=O)s1, O=[Cr](=O)(O)O, O, O=S(=O)(O)O. The product is CNc1nc(C(C)c2ccc(-c3ccccc3)c(F)c2)c(C(=O)O)s1. As a reaction SMILES: [CH3:30][CH:31]([OH:32])[CH3:33].[CH3:34][C:35](=[O:36])[CH3:37].[CH:1](=[O:2])[c:3]1[c:4]([CH:10]([CH3:11])[c:12]2[cH:13][c:14]([F:24])[c:15](-[c:18]3[cH:19][cH:20][cH:21][cH:22][cH:23]3)[cH:16][cH:17]2)[n:5][c:6]([NH:8][CH3:9])[s:7]1.[Cr:25](=[O:26])([OH:27])([OH:28])=[O:29].[OH2:43].[S:38](=[O:39])(=[O:40])([OH:41])[OH:42]>>[C:1](=[O:2])([c:3]1[c:4]([CH:10]([CH3:11])[c:12]2[cH:13][c:14]([F:24])[c:15](-[c:18]3[cH:19][cH:20][cH:21][cH:22][cH:23]3)[cH:16][cH:17]2)[n:5][c:6]([NH:8][CH3:9])[s:7]1)[OH:26]. Starting materials: [BH3-]C#N, Cn1c(=O)c(C=O)nc2ccccc21, ClCCl, NC(CCO)c1ccccc1, [Na+], [Na+], O=C([O-])O. Product: Cn1c(=O)c(CNC(CCO)c2ccccc2)nc2ccccc21. As a reaction SMILES: [C:15]([BH3-:16])#[N:17].[CH3:1][n:2]1[c:3](=[O:14])[c:4]([CH:12]=[O:13])[n:5][c:6]2[cH:7][cH:8][cH:9][cH:10][c:11]12.[Cl:35][CH2:36][Cl:37].[NH2:19][CH:20]([CH2:21][CH2:22][OH:23])[c:24]1[cH:25][cH:26][cH:27][cH:28][cH:29]1.[Na+:18].[Na+:34].[O-:30][C:31]([OH:32])=[O:33]>>[CH3:1][n:2]1[c:3](=[O:14])[c:4]([CH2:12][NH:19][CH:20]([CH2:21][CH2:22][OH:23])[c:24]2[cH:25][cH:26][cH:27][cH:28][cH:29]2)[n:5][c:6]2[cH:7][cH:8][cH:9][cH:10][c:11]12. Reactants: FC=1C=C(N)C=CC1F (3,4-difluoroaniline), C(=O)(Cl)Cl (phosgene), C(=O)(Cl)Cl (phosgene), 180, ClC1=CC=CC2=CC=CC=C12 (chloronaphthalene), C(=O)(Cl)Cl (phosgene). Run at temperature 150 celsius, time 2 hour. Product: FC=1C=C(C=CC1F)N=C=O (3,4-difluorophenyl isocyanate). Reaction SMILES: [F:1][C:2]1[CH:3]=[C:4]([CH:6]=[CH:7][C:8]=1[F:9])[NH2:5].ClC1C2C(=CC=CC=2)C=CC=1.[C:21](Cl)(Cl)=[O:22]>>[F:1][C:2]1[CH:3]=[C:4]([N:5]=[C:21]=[O:22])[CH:6]=[CH:7][C:8]=1[F:9]. Procedure: At -10° to 0° and while stirring, 120 g of 3,4-difluoroaniline (J. Chem. Soc., 73, 5884-5, 1951) is metered into a solution of 180 parts by weight of phosgene in 1,100 parts by weight of chloronaphthalene. The reaction mixture is then slowly heated to 150° C. while passing in additional phosgene, and phosgenated for 2 hours at this temperature. Excess phosgene is expelled with nitrogen and the isocyanate distilled from the solution; b.p. (30 mm Hg): 79°-85° C. The reactants are O=S(=O)(Nc1nccs1)c1ccc(Br)cc1F, C1COCCO1, CC(C)(C)[O-], CC1(C)c2cccc(P(c3ccccc3)c3ccccc3)c2Oc2c(P(c3ccccc3)c3ccccc3)cccc21, COc1ccc(CN)c(OC)c1, [Na+], O=C(C=Cc1ccccc1)C=Cc1ccccc1, O=C(C=Cc1ccccc1)C=Cc1ccccc1, O=C(C=Cc1ccccc1)C=Cc1ccccc1, [Pd], [Pd]. As a reaction SMILES: [Br:1][c:2]1[cH:3][c:4]([F:17])[c:5]([S:8](=[O:9])(=[O:10])[NH:11][c:12]2[s:13][cH:14][cH:15][n:16]2)[cH:6][cH:7]1.[CH2:66]1[O:67][CH2:68][CH2:69][O:70][CH2:71]1.[CH3:18][C:19]([CH3:20])([O-:21])[CH3:22].[CH3:24][C:25]1([CH3:26])[c:27]2[cH:28][cH:29][cH:30][c:31]([P:32]([c:33]3[cH:34][cH:35][cH:36][cH:37][cH:38]3)[c:39]3[cH:40][cH:41][cH:42][cH:43][cH:44]3)[c:45]2[O:46][c:47]2[c:48]1[cH:49][cH:50][cH:51][c:52]2[P:53]([c:54]1[cH:55][cH:56][cH:57][cH:58][cH:59]1)[c:60]1[cH:61][cH:62][cH:63][cH:64][cH:65]1.[CH3:72][O:73][c:74]1[c:75]([CH2:76][NH2:77])[cH:78][cH:79][c:80]([O:82][CH3:83])[cH:81]1.[Na+:23].[O:104]=[C:105]([CH:106]=[CH:107][c:108]1[cH:109][cH:110][cH:111][cH:112][cH:113]1)[CH:114]=[CH:115][c:116]1[cH:117][cH:118][cH:119][cH:120][cH:121]1.[O:122]=[C:123]([CH:124]=[CH:125][c:126]1[cH:127][cH:128][cH:129][cH:130][cH:131]1)[CH:132]=[CH:133][c:134]1[cH:135][cH:136][cH:137][cH:138][cH:139]1.[O:86]=[C:87]([CH:88]=[CH:89][c:90]1[cH:91][cH:92][cH:93][cH:94][cH:95]1)[CH:96]=[CH:97][c:98]1[cH:99][cH:100][cH:101][cH:102][cH:103]1.[Pd:84].[Pd:85]>>[c:2]1([NH:77][CH2:76][c:75]2[c:74]([O:73][CH3:72])[cH:81][c:80]([O:82][CH3:83])[cH:79][cH:78]2)[cH:3][c:4]([F:17])[c:5]([S:8](=[O:9])(=[O:10])[NH:11][c:12]2[s:13][cH:14][cH:15][n:16]2)[cH:6][cH:7]1. The product is COc1ccc(CNc2ccc(S(=O)(=O)Nc3nccs3)c(F)c2)c(OC)c1. The reactants are CC#N, CC(C)(CC(=O)O)NC(=O)C1CCCC1, CC1(O)CNCCC1(O)c1ccc(Cl)cc1, Cl, O=C(O)C(F)(F)F, O. The product is CC(C)(CC(=O)N1CCC(O)(c2ccc(Cl)cc2)C(C)(O)C1)NC(=O)C1CCCC1. As a reaction SMILES: [CH3:41][C:42]#[N:43].[CH:18]1([C:23](=[O:24])[NH:25][C:26]([CH2:27][C:28](=[O:29])[OH:30])([CH3:31])[CH3:32])[CH2:19][CH2:20][CH2:21][CH2:22]1.[Cl:2][c:3]1[cH:4][cH:5][c:6]([C:9]2([OH:17])[C:10]([OH:15])([CH3:16])[CH2:11][NH:12][CH2:13][CH2:14]2)[cH:7][cH:8]1.[ClH:1].[F:33][C:34]([F:35])([F:36])[C:37]([OH:38])=[O:39].[OH2:40]>>[Cl:2][c:3]1[cH:4][cH:5][c:6]([C:9]2([OH:17])[C:10]([OH:15])([CH3:16])[CH2:11][N:12]([C:28]([CH2:27][C:26]([NH:25][C:23]([CH:18]3[CH2:19][CH2:20][CH2:21][CH2:22]3)=[O:24])([CH3:31])[CH3:32])=[O:29])[CH2:13][CH2:14]2)[cH:7][cH:8]1. Starting materials: CCCCCCC (heptane), NC1=NC=C(C2=C1C(=CS2)C2=CC=C(C=C2)NC(=O)NC2=CC(=CC=C2)F)C=2C=NN(C2)CCO (N-(4-{4-amino-7-[1-(2-hydroxyethyl)-1H-pyrazol-4-yl]thieno[3,2-c]pyridin-3-yl}phenyl)-N′-(3-fluorophenyl)urea), solid, C(CC(O)(C(=O)O)CC(=O)O)(=O)O (Citric acid), CCCCCCC (heptane). The solvent is C1CCOC1.O (THF water), C1CCOC1.O (THF water). The product is C(CC(O)(C(=O)O)CC(=O)O)(=O)O.NC1=NC=C(C2=C1C(=CS2)C2=CC=C(C=C2)NC(=O)NC2=CC(=CC=C2)F)C=2C=NN(C2)CCO (N-(4-{4-amino-7-[1-(2-hydroxyethyl)-1H-pyrazol-4-yl]thieno[3,2-c]pyridin-3-yl}phenyl)-N′-(3-fluorophenyl)urea hydrogen citrate). As a reaction SMILES: [NH2:1][C:2]1[C:7]2[C:8]([C:11]3[CH:16]=[CH:15][C:14]([NH:17][C:18]([NH:20][C:21]4[CH:26]=[CH:25][CH:24]=[C:23]([F:27])[CH:22]=4)=[O:19])=[CH:13][CH:12]=3)=[CH:9][S:10][C:6]=2[C:5]([C:28]2[CH:29]=[N:30][N:31]([CH2:33][CH2:34][OH:35])[CH:32]=2)=[CH:4][N:3]=1.[C:36]([OH:48])(=[O:47])[CH2:37][C:38]([CH2:43][C:44]([OH:46])=[O:45])([C:40]([OH:42])=[O:41])[OH:39].CCCCCCC>C1COCC1.O>[C:36]([OH:48])(=[O:47])[CH2:37][C:38]([CH2:43][C:44]([OH:46])=[O:45])([C:40]([OH:42])=[O:41])[OH:39].[NH2:1][C:2]1[C:7]2[C:8]([C:11]3[CH:12]=[CH:13][C:14]([NH:17][C:18]([NH:20][C:21]4[CH:26]=[CH:25][CH:24]=[C:23]([F:27])[CH:22]=4)=[O:19])=[CH:15][CH:16]=3)=[CH:9][S:10][C:6]=2[C:5]([C:28]2[CH:29]=[N:30][N:31]([CH2:33][CH2:34][OH:35])[CH:32]=2)=[CH:4][N:3]=1 |f:3.4,5.6|. Procedure: N-(4-{4-amino-7-[1-(2-hydroxyethyl)-1H-pyrazol-4-yl]thieno[3,2-c]pyridin-3-yl}phenyl)-N′-(3-fluorophenyl)urea free base solid (102.65 mg) was dissolved in 5 mL of THF/water mixture (80/20 v/v) at 70° C. Citric acid (21.94 mg) was added to the solution followed by the slow addition of heptane (7.5 mL). The appearance of a small amount of precipitant formed in the heptane layer was noted. The precipitant dissolved as it fell into the THF/water layer. The solution was cooled to ambient temperatures... Starting materials: OC(C(=O)OCC1=CC=C(C=C1)OC)N1[C@@H]2SC(=N[C@@H]2C1=O)CC1=CC=CC=C1 (4-methoxybenzyl (2RS)-2-hydroxy-2-[(1R,5R)-3-benzyl-4-thia-2,6-diazabicyclo[3.2.0]hept-2-en-7-on-6-yl]acetate), C([O-])([O-])=O.[K+].[K+] (potassium carbonate), C(C)(=O)OCC (ethyl acetate), BrCC(=O)C1CCOCC1 (4-bromoacetyltetrahydropyran). Solvent: CC(=O)C (acetone). Run at time 20 minute. Yields the product 4-methoxybenzyl (2RS)-2-hydroxy, OC(C(=O)OCC1=CC=C(C=C1)OC)N1C([C@H]([C@H]1SCC(=O)C1CCOCC1)NC(CC1=CC=CC=C1)=O)=O (4-Methoxybenzyl (2RS)-2-hydroxy-2-[(3R,4R)-3-phenylacetamido-4-(tetrahydropyran-4-ylcarbonylmethylthio)azetidin-2-on-1-yl]acetate). Yield: 76.0%. As a reaction SMILES: [OH:1][CH:2]([N:15]1[C:21](=[O:22])[C@@H:20]2[C@H:16]1[S:17][C:18]([CH2:23][C:24]1[CH:29]=[CH:28][CH:27]=[CH:26][CH:25]=1)=[N:19]2)[C:3]([O:5][CH2:6][C:7]1[CH:12]=[CH:11][C:10]([O:13][CH3:14])=[CH:9][CH:8]=1)=[O:4].Br[CH2:31][C:32]([CH:34]1[CH2:39][CH2:38][O:37][CH2:36][CH2:35]1)=[O:33].C(=O)([O-])[O-:41].[K+].[K+].C(OCC)(=O)C>CC(C)=O>[OH:1][CH:2]([N:15]1[C@H:16]([S:17][CH2:31][C:32]([CH:34]2[CH2:39][CH2:38][O:37][CH2:36][CH2:35]2)=[O:33])[C@H:20]([NH:19][C:18](=[O:41])[CH2:23][C:24]2[CH:25]=[CH:26][CH:27]=[CH:28][CH:29]=2)[C:21]1=[O:22])[C:3]([O:5][CH2:6][C:7]1[CH:8]=[CH:9][C:10]([O:13][CH3:14])=[CH:11][CH:12]=1)=[O:4] |f:2.3.4|. Procedure: Crude 4-methoxybenzyl (2RS)-2-hydroxy-2-[(3R,4R)-4-mercapto-3-phenylacetamidoazetidin-2-on-1-yl acetate {prepared from 4-methoxybenzyl (2RS)-2-hydroxy-2-[(1R,5R)-3-benzyl-4-thia-2,6-diazabicyclo[3.2.0]hept-2-en-7-on-6-yl]acetate (8.35g, 20mmol)} was dissolved in acetone (25ml) and treated with a solution of 4-bromoacetyltetrahydropyran (G. H. Harnest and A. Burger, J. Amer. Chem. Soc., 1943, 65, 370) (4.4g, 20mmol). After 20min., potassium carbonate (1.38g, 10mmol) was added and the mixture stir... Starting materials: OBO, Clc1ccccc1, Cc1nc(C#Cc2ccnc(Cl)c2)c[nH]1, ClCCl. Product: Cc1nc(C#Cc2ccnc(Cl)c2)cn1-c1ccc(Cl)cc1. Reaction SMILES: [BH:16]([OH:17])[OH:18].[Cl:19][c:20]1[cH:21][cH:22][cH:23][cH:24][cH:25]1.[Cl:1][c:2]1[n:3][cH:4][cH:5][c:6]([C:8]#[C:9][c:10]2[n:11][c:12]([CH3:15])[nH:13][cH:14]2)[cH:7]1.[Cl:26][CH2:27][Cl:28]>>[Cl:1][c:2]1[n:3][cH:4][cH:5][c:6]([C:8]#[C:9][c:10]2[n:11][c:12]([CH3:15])[n:13](-[c:23]3[cH:22][cH:21][c:20]([Cl:19])[cH:25][cH:24]3)[cH:14]2)[cH:7]1.